Task: describe an organic reaction: reactants, conditions, products, and yield. Dataset: the Open Reaction Database (ORD), a public repository of structured organic reaction records Starting materials: FC1=CC=C(C=C1)OC(N(C)[C@H]1CNC[C@@H]1C1=CC(=C(C=C1)Cl)Cl)=O (rac-[(3R,4S)-4-(3,4-dichloro-phenyl)-pyrrolidin-3-yl]-methyl-carbamic acid 4-fluoro-phenyl ester), O=C1N(CCC1)CCC(=O)O (3-(2-oxo-pyrrolidin-1-yl)-propionic acid). Yields the product FC1=CC=C(C=C1)OC(N(C)[C@H]1CN(C[C@@H]1C1=CC(=C(C=C1)Cl)Cl)C(CCN1C(CCC1)=O)=O)=O (rac-{(3R,4S)-4-(3,4-dichloro-phenyl)-1-[3-(2-oxo-pyrrolidin-1-yl)-propionyl]-pyrrolidin-3-yl}-methyl-carbamic acid 4-fluoro-phenyl ester). As a reaction SMILES: [F:1][C:2]1[CH:7]=[CH:6][C:5]([O:8][C:9](=[O:25])[N:10]([C@@H:12]2[C@@H:16]([C:17]3[CH:22]=[CH:21][C:20]([Cl:23])=[C:19]([Cl:24])[CH:18]=3)[CH2:15][NH:14][CH2:13]2)[CH3:11])=[CH:4][CH:3]=1.[O:26]=[C:27]1[CH2:31][CH2:30][CH2:29][N:28]1[CH2:32][CH2:33][C:34](O)=[O:35]>>[F:1][C:2]1[CH:7]=[CH:6][C:5]([O:8][C:9](=[O:25])[N:10]([C@@H:12]2[C@@H:16]([C:17]3[CH:22]=[CH:21][C:20]([Cl:23])=[C:19]([Cl:24])[CH:18]=3)[CH2:15][N:14]([C:34](=[O:35])[CH2:33][CH2:32][N:28]3[CH2:29][CH2:30][CH2:31][C:27]3=[O:26])[CH2:13]2)[CH3:11])=[CH:4][CH:3]=1. Reported procedure: In analogy to the procedure described for the synthesis of example 44 (step c), the title compound rac-{(3R,4S)-4-(3,4-dichloro-phenyl)-1-[3-(2-oxo-pyrrolidin-1-yl)-propionyl]-pyrrolidin-3-yl}-methyl-carbamic acid 4-fluoro-phenyl ester was prepared from rac-[(3R,4S)-4-(3,4-dichloro-phenyl)-pyrrolidin-3-yl]-methyl-carbamic acid 4-fluoro-phenyl ester instead of rac-{4-[(3S,4R)-3-(3,4-dichloro-phenyl)-4-methylamino-pyrrolidine-1-carbonyl]-piperidin-1-yl}-(1-methyl-cyclopropyl)-methanone using 3-(2-... Reactants: [Cl-].[NH4+] (ammonium chloride), C(C1=CC=CC=C1)N1CC2C(C1)C(CC2)=O (2-Benzylhexahydrocyclopenta[c]pyrrol-4(5H)-one), CC(C)(C)[S@](=O)N ((S)-2-methylpropane-2-sulfinamide). Reagents/catalysts: [O-]CC.[O-]CC.[O-]CC.[O-]CC.[Ti+4] (titanium tetraethoxide). The solvent is O1CCCC1 (tetrahydrofuran). Conditions: temperature 60 celsius. Product: C(C1=CC=CC=C1)N1C[C@@H]2[C@H](C1)\C(\CC2)=N\[S@@](=O)C(C)(C)C ((S,E)-N-((3aR,6aS)-2-benzylhexahydrocyclopenta[c]pyrrol-4(5H)-ylidene)-2-methylpropane-2-sulfinamide), C(C1=CC=CC=C1)N1C[C@H]2[C@@H](C1)\C(\CC2)=N\[S@@](=O)C(C)(C)C ((S,E)-N-((3aS,6aR)-2-benzylhexahydrocyclopenta[c]pyrrol-4(5H)-ylidene)-2-methylpropane-2-sulfinamide). Reaction SMILES: [CH2:1]([N:8]1[CH2:12][CH:11]2[C:13](=O)[CH2:14][CH2:15][CH:10]2[CH2:9]1)[C:2]1[CH:7]=[CH:6][CH:5]=[CH:4][CH:3]=1.[CH3:17][C:18]([S@@:21]([NH2:23])=[O:22])([CH3:20])[CH3:19].[Cl-].[NH4+]>O1CCCC1.[O-]CC.[O-]CC.[O-]CC.[O-]CC.[Ti+4]>[CH2:1]([N:8]1[CH2:12][C@@H:11]2/[C:13](=[N:23]/[S@:21]([C:18]([CH3:20])([CH3:19])[CH3:17])=[O:22])/[CH2:14][CH2:15][C@@H:10]2[CH2:9]1)[C:2]1[CH:7]=[CH:6][CH:5]=[CH:4][CH:3]=1.[CH2:1]([N:8]1[CH2:12][C@H:11]2/[C:13](=[N:23]/[S@:21]([C:18]([CH3:20])([CH3:19])[CH3:17])=[O:22])/[CH2:14][CH2:15][C@H:10]2[CH2:9]1)[C:2]1[CH:7]=[CH:6][CH:5]=[CH:4][CH:3]=1 |f:2.3,5.6.7.8.9|. Reported procedure: 2-Benzylhexahydrocyclopenta[c]pyrrol-4(5H)-one (16.28 g, 76 mmol), titanium tetraethoxide (28.5 mL, 137 mmol), and (S)-2-methylpropane-2-sulfinamide (10.452 g, 86 mmol) were combined in tetrahydrofuran (200 mL). The reaction was heated at 60° C. overnight. The reaction was then reduced in volume to about half and poured into 150 mL of saturated aqueous ammonium chloride. The precipitate was collected by filtration and washed with ethyl acetate. The filtrate was poured into a separatory funnel an... The reactants are OC1=C(O)[C@@H](O)C[C@H](O1)CO (4-deoxy-D-threo-hex-1-enopyranose), S(=O)(=O)(C1=CC=C(C)C=C1)Cl (tosyl chloride). Solvent: N1=CC=CC=C1 (pyridine). The product is S(=O)(=O)(C1=CC=C(C)C=C1)OC[C@@H]1C[C@@H](C(=C(O)O1)O)O (4-deoxy-6O-tosyl-D-threo-hex-1-enopyranose). As a reaction SMILES: [OH:1][C:2]1[O:9][C@H:8]([CH2:10][OH:11])[CH2:7][C@H:5]([OH:6])[C:3]=1[OH:4].[S:12](Cl)([C:15]1[CH:21]=[CH:20][C:18]([CH3:19])=[CH:17][CH:16]=1)(=[O:14])=[O:13]>N1C=CC=CC=1>[S:12]([O:11][CH2:10][C@H:8]1[O:9][C:2]([OH:1])=[C:3]([OH:4])[C@@H:5]([OH:6])[CH2:7]1)([C:15]1[CH:21]=[CH:20][C:18]([CH3:19])=[CH:17][CH:16]=1)(=[O:14])=[O:13]. Procedure: Dissolve 10 gm. of the alcohol and 15.4 gm. of tosyl chloride in 100 ml. of dry pyridine and let the solution stand at 25°C. for 17 hours. Add ethanol and evaporate the solution to a residue and then azeotrope with toluene. Chromatograph the residue on a silica gel column (110 × 2.5 cm) using 10% acetone in hexane as the eluant to obtain 4-deoxy-6O-tosyl-D-threo-hex-1-enopyranose. Starting materials: C(=O)C=1C=C(CN(C(=O)C2=C(C=C(C(=C2)C(=O)O)C(=O)O)C(=O)O)[C@H]2CCCC3=CC=CC=C23)C=CC1 (5-({(3-formylbenzyl)[(1S)-1,2,3,4-tetrahydro-1-naphthalenyl]amino}carbonyl)-1,2,4-benzenetricarboxylic acid), C(C1=CC=CC=C1)ON (O-benzylhydroxylamine). Product: C(C1=CC=CC=C1)ON=CC=1C=C(CN(C(=O)C2=C(C=C(C(=C2)C(=O)O)C(=O)O)C(=O)O)[C@H]2CCCC3=CC=CC=C23)C=CC1 (5-({(3-{[(benzyloxy)imino]methyl}benzyl)[(1S)-1,2,3,4-tetrahydro-1-naphthalenyl]amino}carbonyl)-1,2,4-benzenetricarboxylic acid). RXN SMILES: [CH:1]([C:3]1[CH:4]=[C:5]([CH:35]=[CH:36][CH:37]=1)[CH2:6][N:7]([C@@H:25]1[C:34]2[C:29](=[CH:30][CH:31]=[CH:32][CH:33]=2)[CH2:28][CH2:27][CH2:26]1)[C:8]([C:10]1[CH:15]=[C:14]([C:16]([OH:18])=[O:17])[C:13]([C:19]([OH:21])=[O:20])=[CH:12][C:11]=1[C:22]([OH:24])=[O:23])=[O:9])=O.[CH2:38]([O:45][NH2:46])[C:39]1[CH:44]=[CH:43][CH:42]=[CH:41][CH:40]=1>>[CH2:38]([O:45][N:46]=[CH:1][C:3]1[CH:4]=[C:5]([CH:35]=[CH:36][CH:37]=1)[CH2:6][N:7]([C@@H:25]1[C:34]2[C:29](=[CH:30][CH:31]=[CH:32][CH:33]=2)[CH2:28][CH2:27][CH2:26]1)[C:8]([C:10]1[CH:15]=[C:14]([C:16]([OH:18])=[O:17])[C:13]([C:19]([OH:21])=[O:20])=[CH:12][C:11]=1[C:22]([OH:24])=[O:23])=[O:9])[C:39]1[CH:44]=[CH:43][CH:42]=[CH:41][CH:40]=1. Procedure: The product from Example 76E and O-benzylhydroxylamine were processed as described in Example 76F to provide the title compound. The reactants are CC(C)(C)NC1=C(C=2N(C3=CC=CC=C13)N=NN2)[N+](=O)[O-] (N-(1,1-dimethylethyl)-4-nitrotetrazolo[1,5-a]quinolin-5-amine). The reagents and catalysts are [Pt] (Pt/C). The solvent is C(C)O (ethanol). Yields the product CC(C)(C)NC1=C(C=2N(C3=CC=CC=C13)N=NN2)N (N5 -(1,1-dimethylethyl)tetrazolo[1,5-a]quinoline-4,5-diamine). Reaction SMILES: [CH3:1][C:2]([NH:5][C:6]1[C:15]2[C:10](=[CH:11][CH:12]=[CH:13][CH:14]=2)[N:9]2[N:16]=[N:17][N:18]=[C:8]2[C:7]=1[N+:19]([O-])=O)([CH3:4])[CH3:3]>[Pt].C(O)C>[CH3:4][C:2]([NH:5][C:6]1[C:15]2[C:10](=[CH:11][CH:12]=[CH:13][CH:14]=2)[N:9]2[N:16]=[N:17][N:18]=[C:8]2[C:7]=1[NH2:19])([CH3:1])[CH3:3]. Procedure details: N-(1,1-dimethylethyl)-4-nitrotetrazolo[1,5-a]quinolin-5-amine (4.2 g, Example 18), ethanol (100 mL) and Pt/C (0.5 g) were placed in a Paar apparatus. The mixture was hydrogenated. The reaction mixture was filtered to remove catalyst then concentrated to dryness under vacuum. The residue was recrystallized from ethyl acetate/dichloromethane to provide N5 -(1,1-dimethylethyl)tetrazolo[1,5-a]quinoline-4,5-diamine as a pale blue crystalline solid.